Dataset: the Open Reaction Database (ORD), a public repository of structured organic reaction records. Task: describe an organic reaction: reactants, conditions, products, and yield Reactants: C(C1=CC=CC=C1)OC1=C(C=C(C=O)C=C1)OC (4-benzyloxy-3-methoxybenzaldehyde), [N+](=O)([O-])C (nitromethane), C(C)(=O)O (acetic acid), C(CCC)N (butylamine), ice water. The solvent is C(C)(=O)OCC (ethyl acetate). The product is C(C1=CC=CC=C1)OC1=C(C=C(C=C1)C=C[N+](=O)[O-])OC (1-benzyloxy-2-methoxy-4-(2-nitrovinyl)benzene). Yield: 62.3%. Reaction SMILES: [CH2:1]([O:8][C:9]1[CH:16]=[CH:15][C:12]([CH:13]=O)=[CH:11][C:10]=1[O:17][CH3:18])[C:2]1[CH:7]=[CH:6][CH:5]=[CH:4][CH:3]=1.[N+:19]([CH3:22])([O-:21])=[O:20].C(O)(=O)C.C(N)CCC>C(OCC)(=O)C>[CH2:1]([O:8][C:9]1[CH:16]=[CH:15][C:12]([CH:13]=[CH:22][N+:19]([O-:21])=[O:20])=[CH:11][C:10]=1[O:17][CH3:18])[C:2]1[CH:7]=[CH:6][CH:5]=[CH:4][CH:3]=1. Procedure details: 23.1 g (95.7 mmol) of 4-benzyloxy-3-methoxybenzaldehyde, 8.76 g (143 mmol) of nitromethane and 250 ml of acetic acid were mixed and 7.07 g (96.7 mmol) of butylamine was added dropwise thereto. The mixture was refluxed for 2 hours by heating, and then cooled and poured into ice-water. The precipitated crystals were dissolved with ethyl acetate, washed with saturated brine, dried over anhydrous magnesium sulfate and the solvent was distilled off under reduced pressure. The residue was washed with ... Starting materials: NC1=CN=C(C(=N1)C(=O)OC)OC (methyl 6-amino-3-methoxy-2-pyrazinecarboxylate), ice, F (hydrogen fluoride), ice, C(Cl)(Cl)Cl (chloroform), N(=O)[O-].[Na+] (sodium nitrite), C(O)([O-])=O.[Na+] (sodium hydrogen carbonate). The solvent is solution, N1=CC=CC=C1 (pyridine). Conditions: time 30 minute. Product: FC1=CN=C(C(=N1)C(=O)OC)OC (methyl 6-fluoro-3-methoxy-2-pyrazinecarboxylate). Reaction SMILES: N[C:2]1[N:7]=[C:6]([C:8]([O:10][CH3:11])=[O:9])[C:5]([O:12][CH3:13])=[N:4][CH:3]=1.N([O-])=O.[Na+].C(Cl)(Cl)Cl.C(=O)([O-])O.[Na+].[FH:27]>N1C=CC=CC=1>[F:27][C:2]1[N:7]=[C:6]([C:8]([O:10][CH3:11])=[O:9])[C:5]([O:12][CH3:13])=[N:4][CH:3]=1 |f:1.2,4.5|. Reported procedure: In 140 mL of 70% solution of hydrogen fluoride in pyridine was dissolved 17.3 g of methyl 6-amino-3-methoxy-2-pyrazinecarboxylate at an ice-cooled temperature. Then, 7.8 g of sodium nitrite was added at −50° C. in three portions. After the foaming had ceased, the temperature was slowly elevated, and the mixture was stirred at room temperature for 30 minutes. The reaction mixture was poured into a mixture of 300 mL of ice and 200 mL of chloroform, the deposited insoluble matter was filtered off, ... Starting materials: C(#N)[BH3-].[Na+] (sodium cyanoborohydride), CC=1C2=C(SC1C=O)C=CC=C2 (3-methylbenzo[b]thiophene-2 carboxaldehyde), CN (methylamine), CC(=O)O (HOAc). Run in CO (methanol), CO (methanol). Product: CC=1C2=C(SC1CNC)C=CC=C2 (3-methyl-2-(methylaminomethyl)benzo[b]thiophene). The yield is 56.0%. As a reaction SMILES: [CH3:1][C:2]1[C:3]2[CH:12]=[CH:11][CH:10]=[CH:9][C:4]=2[S:5][C:6]=1[CH:7]=O.CN.CC(O)=O.[C:19]([BH3-])#[N:20].[Na+]>CO>[CH3:1][C:2]1[C:3]2[CH:12]=[CH:11][CH:10]=[CH:9][C:4]=2[S:5][C:6]=1[CH2:7][NH:20][CH3:19] |f:3.4|. Reported procedure: To a stirred solution of 3-methylbenzo[b]thiophene-2 carboxaldehyde (05 g, 2.8 mmole) in methanol (15 mL) was added 2.0 M methylamine in methanol (6 mL, 12 mmole) and HOAc (0.32 mL, 5.7 mmole). The reaction was stirred at RT for hr, then sodium cyanoborohydride (0.2 g, 3 mmole) was added in one portion. After stirring for an additional 16 hr the reaction was concentrated to dryness. The residue was taken up in Et2O and washed with 1.0 N NaOH then with brine, dried (Na2SO4), and concentrated unde... Starting materials: Cc1cc([N+](=O)[O-])ccc1N=C1NC(C(C)C)CS1, BrC1CCCC1. The product is Cc1cc([N+](=O)[O-])ccc1N=C1SCC(C(C)C)N1C1CCCC1. As a reaction SMILES: [CH3:1][c:2]1[c:3]([N:11]=[C:12]2[S:13][CH2:14][CH:15]([CH:17]([CH3:18])[CH3:19])[NH:16]2)[cH:4][cH:5][c:6]([N+:8](=[O:9])[O-:10])[cH:7]1.[CH:20]1([Br:25])[CH2:21][CH2:22][CH2:23][CH2:24]1>>[CH3:1][c:2]1[c:3]([N:11]=[C:12]2[S:13][CH2:14][CH:15]([CH:17]([CH3:18])[CH3:19])[N:16]2[CH:20]2[CH2:21][CH2:22][CH2:23][CH2:24]2)[cH:4][cH:5][c:6]([N+:8](=[O:9])[O-:10])[cH:7]1. The reactants are C, C1COCCO1, COc1ccc([N+](=O)[O-])cc1F, [Pd]. Product: COc1ccc(N)cc1F. As a reaction SMILES: [C:19].[CH2:13]1[O:14][CH2:15][CH2:16][O:17][CH2:18]1.[N+:1]([O-:2])(=[O:3])[c:4]1[cH:5][c:6]([F:12])[c:7]([O:10][CH3:11])[cH:8][cH:9]1.[Pd:20]>>[NH2:1][c:4]1[cH:5][c:6]([F:12])[c:7]([O:10][CH3:11])[cH:8][cH:9]1. Starting materials: COCN(c1cc(Cl)cnc1C(=O)N1CCOCC1C)S(=O)(=O)c1ccc(Cl)c(C(F)(F)F)c1, Cl, O. The product is CC1COCCN1C(=O)c1ncc(Cl)cc1NS(=O)(=O)c1ccc(Cl)c(C(F)(F)F)c1. As a reaction SMILES: [Cl:1][c:2]1[c:3]([C:31]([F:32])([F:33])[F:34])[cH:4][c:5]([S:8](=[O:9])(=[O:10])[N:11]([CH2:12][O:13][CH3:14])[c:15]2[c:16]([C:22](=[O:23])[N:24]3[CH:25]([CH3:30])[CH2:26][O:27][CH2:28][CH2:29]3)[n:17][cH:18][c:19]([Cl:21])[cH:20]2)[cH:6][cH:7]1.[ClH:35].[OH2:36]>>[Cl:1][c:2]1[c:3]([C:31]([F:32])([F:33])[F:34])[cH:4][c:5]([S:8](=[O:9])(=[O:10])[NH:11][c:15]2[c:16]([C:22](=[O:23])[N:24]3[CH:25]([CH3:30])[CH2:26][O:27][CH2:28][CH2:29]3)[n:17][cH:18][c:19]([Cl:21])[cH:20]2)[cH:6][cH:7]1.